Dataset: the Open Reaction Database (ORD), a public repository of structured organic reaction records. Task: describe an organic reaction: reactants, conditions, products, and yield RXN SMILES: O[C:2]1[C:3](=[O:12])[N:4]([CH2:9][CH2:10][CH3:11])[C:5](=[O:8])[NH:6][CH:7]=1.BrN1C(=O)CCC1=O.[NH2:21][C:22]1[CH:27]=[CH:26][CH:25]=[CH:24][C:23]=1[SH:28]>C(O)C>[CH2:9]([N:4]1[C:3](=[O:12])[C:2]2[NH:21][C:22]3[CH:27]=[CH:26][CH:25]=[CH:24][C:23]=3[S:28][C:7]=2[NH:6][C:5]1=[O:8])[CH2:10][CH3:11]. The yield is 87.3%. Run in C(C)O (ethanol). Conditions: time 30 minute. Procedure details: To a solution of the 5-hydroxy-3-propylpyrimidine-2,4(1H,3H)-dione (0.85 g) in ethanol (40 ml), N-bromosuccinimide (0.98 g) was added in portions at room temperature. The mixture was stirred for 30 min. 2-Aminobenzenethiol (0.94 g) was added and the mixture was heated at reflux for one hour. After cooling, the precipitate was collected to give 1,5-dihydro-3-propyl-2H-pyrimido[4,5-b][1,4]benzothiazine-2,4(3H)-dione (1.20 g, 87% yield). Yields the product C(CC)N1C(NC=2SC3=C(NC2C1=O)C=CC=C3)=O (1,5-dihydro-3-propyl-2H-pyrimido[4,5-b][1,4]benzothiazine-2,4(3H)-dione). The reactants are OC=1C(N(C(NC1)=O)CCC)=O (5-hydroxy-3-propylpyrimidine-2,4(1H,3H)-dione), BrN1C(CCC1=O)=O (N-bromosuccinimide), NC1=C(C=CC=C1)S (2-Aminobenzenethiol). Starting materials: CCOC(=O)C1(c2cc(Cl)c(OCC(F)(F)F)c(-c3ccc(C(F)(F)F)cc3)c2)CCC1, C1CCOC1, CO, [Li+], [OH-], O, O. Product: O=C(O)C1(c2cc(Cl)c(OCC(F)(F)F)c(-c3ccc(C(F)(F)F)cc3)c2)CCC1. Reaction SMILES: [CH2:1]([CH3:2])[O:3][C:4](=[O:5])[C:6]1([c:10]2[cH:11][c:12](-[c:23]3[cH:24][cH:25][c:26]([C:29]([F:30])([F:31])[F:32])[cH:27][cH:28]3)[c:13]([O:17][CH2:18][C:19]([F:20])([F:21])[F:22])[c:14]([Cl:16])[cH:15]2)[CH2:7][CH2:8][CH2:9]1.[CH2:38]1[O:39][CH2:40][CH2:41][CH2:42]1.[CH3:36][OH:37].[Li+:35].[OH-:34].[OH2:33].[OH2:43]>>[O:3]=[C:4]([OH:5])[C:6]1([c:10]2[cH:11][c:12](-[c:23]3[cH:24][cH:25][c:26]([C:29]([F:30])([F:31])[F:32])[cH:27][cH:28]3)[c:13]([O:17][CH2:18][C:19]([F:20])([F:21])[F:22])[c:14]([Cl:16])[cH:15]2)[CH2:7][CH2:8][CH2:9]1. Reactants: ClC1=C(C=C2C(C(=CN(C2=C1)C)S(=O)(=O)Cl)=O)F (7-Chloro-6-fluoro-1-methyl-4-oxo-1,4-dihydroquinoline-3-sulphonyl chloride), CNC (dimethylamine). The solvent is C(C)O (ethanol). Conditions: time 70 hour. The product is ClC1=C(C=C2C(C(=CN(C2=C1)C)S(=O)(=O)N(C)C)=O)F (7-chloro-6-fluoro-1,N,N-trimethyl-4-oxo-1,4-dihydroquinoline-3-sulphonamide). Reaction SMILES: [Cl:1][C:2]1[CH:11]=[C:10]2[C:5]([C:6](=[O:17])[C:7]([S:13](Cl)(=[O:15])=[O:14])=[CH:8][N:9]2[CH3:12])=[CH:4][C:3]=1[F:18].[CH3:19][NH:20][CH3:21]>C(O)C>[Cl:1][C:2]1[CH:11]=[C:10]2[C:5]([C:6](=[O:17])[C:7]([S:13]([N:20]([CH3:21])[CH3:19])(=[O:15])=[O:14])=[CH:8][N:9]2[CH3:12])=[CH:4][C:3]=1[F:18]. Procedure details: 7-Chloro-6-fluoro-1-methyl-4-oxo-1,4-dihydroquinoline-3-sulphonyl chloride (8.73 g) was added to a stirred solution of dimethylamine in ethanol (33%; 170 ml) at ambient temperature. The mixture was stirred for 70 hours and then evaporated to dryness. The residue was stirred with water (50 ml) for 30 minutes. The solid product was collected, dried and crystallised from industrial methylated spirit to give the novel compound 7-chloro-6-fluoro-1,N,N-trimethyl-4-oxo-1,4-dihydroquinoline-3-sulphonami... Reactants: C1CCOC1, CO, CNc1cc(N2CCCC(C(F)(F)F)C2)c(Cl)cc1[N+](=O)[O-]. The product is CNc1cc(N2CCCC(C(F)(F)F)C2)c(Cl)cc1N. RXN SMILES: [CH2:23]1[O:24][CH2:25][CH2:26][CH2:27]1.[CH3:28][OH:29].[Cl:1][c:2]1[cH:3][c:4]([N+:20]([O-:21])=[O:22])[c:5]([NH:6][CH3:7])[cH:8][c:9]1[N:10]1[CH2:11][CH:12]([C:16]([F:17])([F:18])[F:19])[CH2:13][CH2:14][CH2:15]1>>[Cl:1][c:2]1[cH:3][c:4]([NH2:20])[c:5]([NH:6][CH3:7])[cH:8][c:9]1[N:10]1[CH2:11][CH:12]([C:16]([F:17])([F:18])[F:19])[CH2:13][CH2:14][CH2:15]1. Reactants: OC1=CC=C2C=CC=NC2=C1 (7-hydroxyquinoline), C1COS(=O)(=O)C1 (1,3-propanesultone), OC=1C=CC=C2C=CC[N+](C12)=CCCS(=O)(=O)[O-] (3-(8-hydroxyquinolinio-1-yl)propanesulfonate). The product is OC1=CC=C2C=CC[N+](C2=C1)=CCCS(=O)(=O)[O-] (3-(7-Hydroxyquinolinio-1-yl)propanesulfonate). Reaction SMILES: [OH:1][C:2]1[CH:11]=[C:10]2[C:5]([CH:6]=[CH:7][CH:8]=[N:9]2)=[CH:4][CH:3]=1.[CH2:12]1[CH2:18][S:15](=[O:17])(=[O:16])[O:14][CH2:13]1.OC1C=CC=C2C=1[N+](=CCCS([O-])(=O)=O)CC=C2>>[OH:1][C:2]1[CH:11]=[C:10]2[C:5]([CH:6]=[CH:7][CH2:8][N+:9]2=[CH:13][CH2:12][CH2:18][S:15]([O-:17])(=[O:16])=[O:14])=[CH:4][CH:3]=1. Procedure: This compound is prepared from 7-hydroxyquinoline and 1,3-propanesultone as published (GB 1,122,704) for 3-(8-hydroxyquinolinio-1-yl)propanesulfonate. Starting materials: O (water), CC(C)(C)O (2-methyl-2-propanol), [K] (potassium), ClC=1C=C(C=CC1)C1=CC(N(C2=CC=C(C=C12)C(C1=NN=CN1C)C1=CC=C(C=C1)Cl)C)=O (4-(3-chlorophenyl)-6-[(4-chlorophenyl)(4-methyl-4H-1,2,4-triazol-3-yl)methyl]-1-methyl-2(1H)-quinolinone). Solvent: CN(C=O)C (N,N-dimethylformamide). Reaction conditions: time 1 hour. Yields the product ClC=1C=C(C=CC1)C1=CC(N(C2=CC=C(C=C12)C(C1=NN=CN1C)(O)C1=CC=C(C=C1)Cl)C)=O (4-(3-chlorophenyl)-6-[(4-chlorophenyl)hydroxy(4-methyl-4H-1,2,4-triazol-3-yl)methyl]-1-methyl-2(1H)-quinolinone). The yield is 77.0%. RXN SMILES: [Cl:1][C:2]1[CH:3]=[C:4]([C:8]2[C:17]3[C:12](=[CH:13][CH:14]=[C:15]([CH:18]([C:25]4[CH:30]=[CH:29][C:28]([Cl:31])=[CH:27][CH:26]=4)[C:19]4[N:23]([CH3:24])[CH:22]=[N:21][N:20]=4)[CH:16]=3)[N:11]([CH3:32])[C:10](=[O:33])[CH:9]=2)[CH:5]=[CH:6][CH:7]=1.CC([OH:38])(C)C.[K].O>CN(C)C=O>[Cl:1][C:2]1[CH:3]=[C:4]([C:8]2[C:17]3[C:12](=[CH:13][CH:14]=[C:15]([C:18]([C:25]4[CH:26]=[CH:27][C:28]([Cl:31])=[CH:29][CH:30]=4)([OH:38])[C:19]4[N:23]([CH3:24])[CH:22]=[N:21][N:20]=4)[CH:16]=3)[N:11]([CH3:32])[C:10](=[O:33])[CH:9]=2)[CH:5]=[CH:6][CH:7]=1 |^1:38|. Reported procedure: Air was bubbled in a mixture of 4-(3-chlorophenyl)-6-[(4-chlorophenyl)(4-methyl-4H-1,2,4-triazol-3-yl)methyl]-1-methyl-2(1H)-quinolinone (see Example B7) (0.0018 mol) in N,N-dimethylformamide (8 ml) at 5° C. for 30 minutes. 2-methyl-2-propanol, potassium salt (0.0036 mol) was added portionwise. The mixture was stirred at room temperature for 1 hour, poured out into water, filtered and washed several times with water. The precipitate was taken up in CH2Cl2. The organic layer was separated dried (... Reaction SMILES: O.[OH-].[Li+].O.C([O:7][C:8]([C:10]1[CH:11]=[N:12][N:13]([C:15]2[NH:24][C:23](=[O:25])[C:22]3[C:21]4[CH2:26][CH2:27][CH2:28][CH2:29][C:20]=4[CH:19]=[CH:18][C:17]=3[N:16]=2)[CH:14]=1)=[O:9])C>C1COCC1>[O:25]=[C:23]1[C:22]2[C:21]3[CH2:26][CH2:27][CH2:28][CH2:29][C:20]=3[CH:19]=[CH:18][C:17]=2[N:16]=[C:15]([N:13]2[CH:14]=[C:10]([C:8]([OH:9])=[O:7])[CH:11]=[N:12]2)[NH:24]1 |f:0.1.2|. The product is O=C1NC(=NC=2C=CC3=C(C12)CCCC3)N3N=CC(=C3)C(=O)O (1-(1-oxo-1,2,7,8,9,10-hexahydro-benzo[f]quinazolin-3-yl)-1H-pyrazole-4-carboxylic acid). Procedure details: Lithium hydroxide monohydrate (9.3 mg, 0.22 mmol) and water (0.19 mL) were added to 1-(1-oxo-1,2,7,8,9,10-hexahydro-benzo[f]quinazolin-3-yl)-1H-pyrazole-4-carboxylic acid ethyl ester (25.0 mg, 73.9 pmol) in THF (0.28 mL). The reaction mixture was stirred at room temperature for 18 h and was then concentrated. The residue was redissolved in water (3 mL) and this solution was brought to pH 1 with 1M aqueous HCl. The resulting precipitate was collected and dried to yield the titled compound (19.6 m... The reactants are O.[OH-].[Li+] (Lithium hydroxide monohydrate), O (water), C(C)OC(=O)C=1C=NN(C1)C1=NC=2C=CC3=C(C2C(N1)=O)CCCC3 (1-(1-oxo-1,2,7,8,9,10-hexahydro-benzo[f]quinazolin-3-yl)-1H-pyrazole-4-carboxylic acid ethyl ester). Run in C1CCOC1 (THF). The yield is 85471152.0%. Conditions: time 18 hour. Product: CC(=O)OCC(=O)Nc1cc(-c2ccccc2C)c(N(C)C(=O)C(C)(C)c2cc(C(F)(F)F)cc(C(F)(F)F)c2)cn1. The reactants are CC(=O)OCC(=O)Cl, CCN(C(C)C)C(C)C, ClCCl, Cc1ccccc1-c1cc(N)ncc1N(C)C(=O)C(C)(C)c1cc(C(F)(F)F)cc(C(F)(F)F)c1. As a reaction SMILES: [C:45]([CH3:46])(=[O:47])[O:48][CH2:49][C:50](=[O:51])[Cl:52].[CH2:36]([N:37]([CH:38]([CH3:39])[CH3:40])[CH:41]([CH3:42])[CH3:43])[CH3:44].[Cl:53][CH2:54][Cl:55].[NH2:1][c:2]1[cH:3][c:4](-[c:29]2[c:30]([CH3:35])[cH:31][cH:32][cH:33][cH:34]2)[c:5]([N:8]([C:9]([C:10]([CH3:11])([CH3:12])[c:13]2[cH:14][c:15]([C:23]([F:24])([F:25])[F:26])[cH:16][c:17]([C:19]([F:20])([F:21])[F:22])[cH:18]2)=[O:27])[CH3:28])[cH:6][n:7]1>>[NH:1]([c:2]1[cH:3][c:4](-[c:29]2[c:30]([CH3:35])[cH:31][cH:32][cH:33][cH:34]2)[c:5]([N:8]([C:9]([C:10]([CH3:11])([CH3:12])[c:13]2[cH:14][c:15]([C:23]([F:24])([F:25])[F:26])[cH:16][c:17]([C:19]([F:20])([F:21])[F:22])[cH:18]2)=[O:27])[CH3:28])[cH:6][n:7]1)[C:50]([CH2:49][O:48][C:45]([CH3:46])=[O:47])=[O:51].